Dataset: the Open Reaction Database (ORD), a public repository of structured organic reaction records. Task: describe an organic reaction: reactants, conditions, products, and yield Starting materials: FC1=C(COC2=CC=C(C=C2)C(CCC(=O)OC(C)(C)C)=O)C=CC=C1 (tert-Butyl 4-(4-(2-fluorobenzyloxy)phenyl)-4-oxobutyrate), FC(C(=O)O)(F)F (trifluoroacetic acid). The solvent is ClCCl (dichloromethane). Run at time 3 hour. The product is FC1=C(COC2=CC=C(C=C2)C(CCC(=O)O)=O)C=CC=C1 (4-(4-(2-Fluorobenzyloxy)phenyl)-4-oxobutyric acid). RXN SMILES: [F:1][C:2]1[CH:26]=[CH:25][CH:24]=[CH:23][C:3]=1[CH2:4][O:5][C:6]1[CH:11]=[CH:10][C:9]([C:12](=[O:22])[CH2:13][CH2:14][C:15]([O:17]C(C)(C)C)=[O:16])=[CH:8][CH:7]=1.FC(F)(F)C(O)=O>ClCCl>[F:1][C:2]1[CH:26]=[CH:25][CH:24]=[CH:23][C:3]=1[CH2:4][O:5][C:6]1[CH:7]=[CH:8][C:9]([C:12](=[O:22])[CH2:13][CH2:14][C:15]([OH:17])=[O:16])=[CH:10][CH:11]=1. Procedure: A solution of tert-Butyl 4-(4-(2-fluorobenzyloxy)phenyl)-4-oxobutyrate (Step B, 1.27 g, 4.2 mmol) in dichloromethane (25 ml) was treated with trifluoroacetic acid (5 ml). The reaction mixture was stirred at ambient temperature for 3 hours and concentrated in vacuo. The purification was done by flash chromatography on silica gel column (chloroform: methanol, 95:5 spiked with acetic acid) to afford the title compound as a white powder. Reactants: OCc1ccc(Br)cc1OC(F)(F)F, BrC(Br)(Br)Br, ClCCl, c1ccc(P(c2ccccc2)c2ccccc2)cc1. Yields the product FC(F)(F)Oc1cc(Br)ccc1CBr. RXN SMILES: [Br:1][c:2]1[cH:3][c:4]([O:10][C:11]([F:12])([F:13])[F:14])[c:5]([CH2:8][OH:9])[cH:6][cH:7]1.[C:34]([Br:35])([Br:36])([Br:37])[Br:38].[Cl:39][CH2:40][Cl:41].[c:15]1([P:16]([c:17]2[cH:18][cH:19][cH:20][cH:21][cH:22]2)[c:23]2[cH:24][cH:25][cH:26][cH:27][cH:28]2)[cH:29][cH:30][cH:31][cH:32][cH:33]1>>[Br:1][c:2]1[cH:3][c:4]([O:10][C:11]([F:12])([F:13])[F:14])[c:5]([CH2:8][Br:35])[cH:6][cH:7]1. RXN SMILES: [Br:27][N:28]1[C:29](=[O:30])[CH2:31][CH2:32][C:33]1=[O:34].[C:35]([Cl:36])([Cl:37])([Cl:38])[Cl:39].[CH:1]1([c:7]2[cH:8][n:9]([CH2:21][C:22](=[O:23])[O:24][CH2:25][CH3:26])[c:10]3[n:11][c:12]([C:16](=[O:17])[O:18][CH2:19][CH3:20])[cH:13][cH:14][c:15]23)[CH2:2][CH2:3][CH2:4][CH2:5][CH2:6]1>>[CH:1]1([c:7]2[c:8]([Br:27])[n:9]([CH2:21][C:22](=[O:23])[O:24][CH2:25][CH3:26])[c:10]3[n:11][c:12]([C:16](=[O:17])[O:18][CH2:19][CH3:20])[cH:13][cH:14][c:15]23)[CH2:2][CH2:3][CH2:4][CH2:5][CH2:6]1. The product is CCOC(=O)Cn1c(Br)c(C2CCCCC2)c2ccc(C(=O)OCC)nc21. Reactants: O=C1CCC(=O)N1Br, ClC(Cl)(Cl)Cl, CCOC(=O)Cn1cc(C2CCCCC2)c2ccc(C(=O)OCC)nc21. Reagents/catalysts: [Cl-].[Zn+2].[Cl-] (zinc chloride). RXN SMILES: [CH:1]1[C:6]([CH:7]=O)=[CH:5][C:4]2[O:9][CH2:10][O:11][C:3]=2[CH:2]=1.C1OC2C=CC=CC=2O1.C=O.[ClH:23]>[Cl-].[Zn+2].[Cl-]>[CH2:7]([Cl:23])[C:6]1[CH:1]=[CH:2][C:3]2[O:11][CH2:10][O:9][C:4]=2[CH:5]=1 |f:4.5.6|. Reported procedure: A typical process for preparing piperonal from 1,2-methylenedioxybenzene has been reported by P. P. Shorygin et al. [J. Gen. Chem. (U.S.S.R.), 8,975 (1938)]. This is a two-step process. In the first step, 1,2-methylenedioxybenzene is reacted with formalin in petroleum benzine under the influence of hydrogen chloride gas and zinc chloride to form piperonyl chloride (with a 70-78% yield based on the amount of 1,2-methylenedioxybenzene having reacted). This is followed by the second step in which t... Product: C(C1=CC=2OCOC2C=C1)Cl (piperonyl chloride). Isolated yield 70.0%. Starting materials: C1OC2=C(C=CC=C2)O1 (1,2-methylenedioxybenzene), C=O (formalin), Cl (hydrogen chloride), C1=CC2=C(C=C1C=O)OCO2 (piperonal), C1OC2=C(C=CC=C2)O1 (1,2-methylenedioxybenzene). Run in petroleum benzine. The reactants are CCO, OB(O)c1ccccc1Cl, Nc1cccc(Br)n1, [Na+], [Na+], O=C([O-])[O-], [Pd], Cc1ccccc1, c1ccc(P(c2ccccc2)c2ccccc2)cc1, c1ccc(P(c2ccccc2)c2ccccc2)cc1, c1ccc(P(c2ccccc2)c2ccccc2)cc1, c1ccc(P(c2ccccc2)c2ccccc2)cc1. The product is Nc1cccc(-c2ccccc2Cl)n1. Reaction SMILES: [CH2:25]([OH:26])[CH3:27].[Cl:9][c:10]1[c:11]([B:16]([OH:17])[OH:18])[cH:12][cH:13][cH:14][cH:15]1.[NH2:1][c:2]1[n:3][c:4]([Br:8])[cH:5][cH:6][cH:7]1.[Na+:19].[Na+:20].[O-:21][C:22](=[O:23])[O-:24].[Pd:35].[c:28]1([CH3:29])[cH:30][cH:31][cH:32][cH:33][cH:34]1.[c:36]1([P:37]([c:38]2[cH:39][cH:40][cH:41][cH:42][cH:43]2)[c:44]2[cH:45][cH:46][cH:47][cH:48][cH:49]2)[cH:50][cH:51][cH:52][cH:53][cH:54]1.[c:55]1([P:56]([c:57]2[cH:58][cH:59][cH:60][cH:61][cH:62]2)[c:63]2[cH:64][cH:65][cH:66][cH:67][cH:68]2)[cH:69][cH:70][cH:71][cH:72][cH:73]1.[c:74]1([P:75]([c:76]2[cH:77][cH:78][cH:79][cH:80][cH:81]2)[c:82]2[cH:83][cH:84][cH:85][cH:86][cH:87]2)[cH:88][cH:89][cH:90][cH:91][cH:92]1.[c:93]1([P:94]([c:95]2[cH:96][cH:97][cH:98][cH:99][cH:100]2)[c:101]2[cH:102][cH:103][cH:104][cH:105][cH:106]2)[cH:107][cH:108][cH:109][cH:110][cH:111]1>>[NH2:1][c:2]1[n:3][c:4](-[c:11]2[c:10]([Cl:9])[cH:15][cH:14][cH:13][cH:12]2)[cH:5][cH:6][cH:7]1. Starting materials: S(=O)([O-])S(=O)[O-].[Na+].[Na+] (sodium hydrosulfite), C(CCCC=C)N1C(N(C=C(C1=O)C)C)=O (3-(5-hexenyl)-1-methylthymine), C[N+]1(CCOCC1)[O-] (4-methylmorpholine-N-oxide), solution, O (water). The reagents and catalysts are [Os](=O)(=O)(=O)=O (osmium tetroxide). Run in C(C)(C)(C)O (t-butanol), CC(=O)C (acetone). Yields the product OC(CCCCN1C(N(C=C(C1=O)C)C)=O)CO (3-(5,6-dihydroxyhexyl)-1-methylthymine). Isolated yield 89.0%. Reaction SMILES: [CH2:1]([N:7]1[C:12](=[O:13])[C:11]([CH3:14])=[CH:10][N:9]([CH3:15])[C:8]1=[O:16])[CH2:2][CH2:3][CH2:4][CH:5]=[CH2:6].C[N+]1([O-])CC[O:21]CC1.[OH2:25].S(S([O-])=O)([O-])=O.[Na+].[Na+]>C(O)(C)(C)C.CC(C)=O.[Os](=O)(=O)(=O)=O>[OH:25][CH:5]([CH2:6][OH:21])[CH2:4][CH2:3][CH2:2][CH2:1][N:7]1[C:12](=[O:13])[C:11]([CH3:14])=[CH:10][N:9]([CH3:15])[C:8]1=[O:16] |f:3.4.5|. Procedure details: A solution of 3-(5-hexenyl)-1-methylthymine (2.00 g, 9 mmol), 4-methylmorpholine-N-oxide (1.17 mg, 10 mmol), and osmium tetroxide (0.15 ml of a 2.5% solution in t-butanol) in acetone (15 ml) and water (10 ml) was stirred for 20 hours. Saturated aqueous sodium hydrosulfite solution (10 ml) was added and after 15 minutes of stirring, the mixture was extracted with 20% ethanol-dichloromethane (4×40 ml). The combined organic layers were dried over sodium sulfate and the solvents were evaporated unde... Starting materials: CO, COC(=O)CSCC=Cc1ccc(Cc2nc(-c3ccccc3)oc2C)o1, Cl, [Na+], [OH-]. Product: Cc1oc(-c2ccccc2)nc1Cc1ccc(C=CCSCC(=O)O)o1. Reaction SMILES: [CH3:31][OH:32].[CH3:3][O:4][C:5]([CH2:6][S:7][CH2:8][CH:9]=[CH:10][c:11]1[o:12][c:13]([CH2:16][c:17]2[n:18][c:19](-[c:23]3[cH:24][cH:25][cH:26][cH:27][cH:28]3)[o:20][c:21]2[CH3:22])[cH:14][cH:15]1)=[O:29].[ClH:30].[Na+:2].[OH-:1]>>[O:4]=[C:5]([CH2:6][S:7][CH2:8][CH:9]=[CH:10][c:11]1[o:12][c:13]([CH2:16][c:17]2[n:18][c:19](-[c:23]3[cH:24][cH:25][cH:26][cH:27][cH:28]3)[o:20][c:21]2[CH3:22])[cH:14][cH:15]1)[OH:29]. The reactants are COC1=C(C=CC=C1)C1(CC1)CC(C(=O)NC=1C=C2COC(=O)C2=CC1)=O (5-{3-[1-(2-methoxyphenyl)-cyclopropyl]-2-oxo-propionylamino}-phthalide), FC(F)(F)[Si](C)(C)C (trifluoromethyl-trimethylsilane), C([O-])([O-])=O.[Cs+].[Cs+] (cesium carbonate), solution, [F-].C(CCC)[N+](CCCC)(CCCC)CCCC (tetrabutylammonium fluoride). The reagents and catalysts are O (water). The solvent is O (water), CN(C=O)C (dimethylformamide), O1CCCC1 (tetrahydrofuran). Conditions: time 18 hour. The product is OC(C(=O)NC=1C=C2COC(=O)C2=CC1)(CC1(CC1)C1=C(C=CC=C1)OC)C(F)(F)F (5-{2-Hydroxy-3-[1-(2-methoxyphenyl)-cyclopropyl]-2-trifluoromethyl-propionylamino}-phthalide). Reaction SMILES: [CH3:1][O:2][C:3]1[CH:8]=[CH:7][CH:6]=[CH:5][C:4]=1[C:9]1([CH2:12][C:13](=[O:27])[C:14]([NH:16][C:17]2[CH:18]=[C:19]3[C:24](=[CH:25][CH:26]=2)[C:22](=[O:23])[O:21][CH2:20]3)=[O:15])[CH2:11][CH2:10]1.[F:28][C:29]([Si](C)(C)C)([F:31])[F:30].C(=O)([O-])[O-].[Cs+].[Cs+].[F-].C([N+](CCCC)(CCCC)CCCC)CCC>CN(C)C=O.O1CCCC1.O>[OH:27][C:13]([C:29]([F:31])([F:30])[F:28])([CH2:12][C:9]1([C:4]2[CH:5]=[CH:6][CH:7]=[CH:8][C:3]=2[O:2][CH3:1])[CH2:10][CH2:11]1)[C:14]([NH:16][C:17]1[CH:18]=[C:19]2[C:24](=[CH:25][CH:26]=1)[C:22](=[O:23])[O:21][CH2:20]2)=[O:15] |f:2.3.4,5.6|. Procedure: 500 mg of 5-{3-[1-(2-methoxyphenyl)-cyclopropyl]-2-oxo-propionylamino}-phthalide is dissolved under argon in 15 ml of dimethylformamide and mixed with 0.77 ml of trifluoromethyl-trimethylsilane and 500 mg of cesium carbonate while being cooled with ice. After 18 hours of stirring at room temperature, 5 ml of a 1 M solution of tetrabutylammonium fluoride in tetrahydrofuran and a few drops of water are added and stirred for one hour at room temperature. After 100 ml of water is added, it is extrac...